From a dataset of the Open Reaction Database (ORD), a public repository of structured organic reaction records. describe an organic reaction: reactants, conditions, products, and yield The reactants are CCOC(=O)c1cn2c3c(c(N4CCNC(C)C4)c(F)cc3c1=O)C(=O)CC2C, CCO, Cl, N. Yields the product CC1CN(c2c(F)cc3c(=O)c(C(=O)O)cn4c3c2C(=O)CC4C)CCN1. As a reaction SMILES: [CH2:1]([CH3:2])[O:3][C:4](=[O:5])[c:6]1[cH:7][n:8]2[c:13]3[c:12]([c:19]([N:20]4[CH2:21][CH:22]([CH3:26])[NH:23][CH2:24][CH2:25]4)[c:18]([F:27])[cH:17][c:14]3[c:15]1=[O:16])[C:11](=[O:28])[CH2:10][CH:9]2[CH3:29].[CH3:31][CH2:32][OH:33].[ClH:34].[NH3:30]>>[O:3]=[C:4]([OH:5])[c:6]1[cH:7][n:8]2[c:13]3[c:12]([c:19]([N:20]4[CH2:21][CH:22]([CH3:26])[NH:23][CH2:24][CH2:25]4)[c:18]([F:27])[cH:17][c:14]3[c:15]1=[O:16])[C:11](=[O:28])[CH2:10][CH:9]2[CH3:29]. Reactants: IC1=CC2=C(NCCN2)N=C1 (7-Iodo-1,2,3,4-tetrahydropyrido[2,3-b]pyrazine), FC1=C(C=C(C=C1)F)S(=O)(=O)Cl (2,5-difluorobenzene sulfonyl chloride). The solvent is N1=CC=CC=C1 (pyridine). Reaction conditions: time 16 hour. Product: FC1=C(C=C(C=C1)F)S(=O)(=O)N1C2=C(NCC1)N=CC(=C2)I (1-(2,5-Difluorobenzenesulfonyl)-7-iodo-1,2,3,4-tetrahydropyrido[2,3-b]pyrazine). Isolated yield 13.0%. RXN SMILES: [I:1][C:2]1[CH:11]=[N:10][C:5]2[NH:6][CH2:7][CH2:8][NH:9][C:4]=2[CH:3]=1.[F:12][C:13]1[CH:18]=[CH:17][C:16]([F:19])=[CH:15][C:14]=1[S:20](Cl)(=[O:22])=[O:21]>N1C=CC=CC=1>[F:12][C:13]1[CH:18]=[CH:17][C:16]([F:19])=[CH:15][C:14]=1[S:20]([N:9]1[CH2:8][CH2:7][NH:6][C:5]2[N:10]=[CH:11][C:2]([I:1])=[CH:3][C:4]1=2)(=[O:22])=[O:21]. Procedure details: 7-Iodo-1,2,3,4-tetrahydropyrido[2,3-b]pyrazine (100 mg) was dissolved in anhydrous pyridine. 2,5-difluorobenzene sulfonyl chloride (1.0 eq) was added and the mixture stirred at room temperature for 16 hours. The reaction mixture was concentrated and purified by column chromatography to give the title compound as a pale yellow solid (13% yield). M.p. 187-188° C., LCMS: m/z=437.73 (M+H+), 1H-NMR (CDCl3, 400 MHz) δ 3.29-3.33 (m, 2H), 3.83 (t, J=4.8 Hz, 2H), 5.08 (bs, 1H), 7.11-7.19 (m, 1H), 7.26-7.... Starting materials: C(C)OC(C(CC)(CC=1C=NC(=CC1)NC(=O)OC(C)(C)C)CSC(C)=O)=O (2-Acetylsulfanylmethyl-2-(6-tert-butoxycarbonylamino-pyridin-3-ylmethyl)-butyric acid ethyl ester). Solvent: Cl (HCl). The product is NC1=CC=C(C=N1)CC(C(=O)O)(CC)CS (2-(6-Amino-pyridin-3-ylmethyl)-2-mercaptomethyl-butyric acid), hydrochloride salt. Isolated yield 100.0%. As a reaction SMILES: C([O:3][C:4](=[O:28])[C:5]([CH2:23][S:24]C(=O)C)([CH2:8][C:9]1[CH:10]=[N:11][C:12]([NH:15]C(OC(C)(C)C)=O)=[CH:13][CH:14]=1)[CH2:6][CH3:7])C>Cl>[NH2:15][C:12]1[N:11]=[CH:10][C:9]([CH2:8][C:5]([CH2:23][SH:24])([CH2:6][CH3:7])[C:4]([OH:28])=[O:3])=[CH:14][CH:13]=1. Reported procedure: 2-Acetylsulfanylmethyl-2-(6-tert-butoxycarbonylamino-pyridin-3-ylmethyl)-butyric acid ethyl ester (12.3 mg, 30 μmol) was dissolved in conc. HCl (2 mL) under argon. The solution was heated to reflux for 24 h. Concentration under reduced pressure gave the title compound as the hydrochloride salt (8.3 mg, 100%). Starting materials: O=C(O)c1ncccn1, NCc1cccc2ccccc12. Reagents/catalysts: C1CCN(C1)C(=[N+]2CCCC2)F.F[P-](F)(F)(F)(F)F (BTFFH), CN1CCOCC1 (NMM). Solvent: CN(C)C=O (DMF), CN(C)C=O (DMF), CN(C)C=O (DMF), CN(C)C=O (DMF), CN(C)C=O (DMF), CN(C)C=O (DMF). Reaction conditions: temperature 25 celsius, time 2 hour. Product: O=C(NCc1cccc2ccccc12)c1ncccn1. Isolated yield 8.2%. As a reaction SMILES: NCc1cccc2ccccc12.O=C(O)c1ncccn1.C1CCN(C1)C(=[N+]2CCCC2)F.F[P-](F)(F)(F)(F)F.CN1CCOCC1.CN(C)C=O>>O=C(NCc1cccc2ccccc12)c1ncccn1. Starting materials: C1=C(C=CC2=CC=CC=C12)C1=NNC(S1)=S (5-naphthalen-2-yl-3H-[1,3,4]thiadiazole-2-thione), [OH-].[Na+] (sodium hydroxide), IC (iodomethane). Run in CO (methanol). Conditions: time 2 hour. Yields the product CSC=1SC(=NN1)C1=CC2=CC=CC=C2C=C1 (2-Methylsulfanyl-5-naphthalen-2-yl-[1,3,4]thiadiazole). Reaction SMILES: [CH:1]1[C:10]2[C:5](=[CH:6][CH:7]=[CH:8][CH:9]=2)[CH:4]=[CH:3][C:2]=1[C:11]1[S:15][C:14](=[S:16])[NH:13][N:12]=1.[OH-].[Na+].I[CH3:20]>CO>[CH3:20][S:16][C:14]1[S:15][C:11]([C:2]2[CH:3]=[CH:4][C:5]3[C:10](=[CH:9][CH:8]=[CH:7][CH:6]=3)[CH:1]=2)=[N:12][N:13]=1 |f:1.2|. Reported procedure: To a solution of 5-naphthalen-2-yl-3H-[1,3,4]thiadiazole-2-thione (2.8 g, 11.5 mmol) in methanol (100 ml) was added dropwise 1N sodium hydroxide (12 ml, 12 mmol) at 0° C. After stirred for 10 min. at 0° C. iodomethane (2.0 g, 13.8 mmol) was added dropwise and stirring was continued at 0° C. for 5 min. and at room temperature for 2 h. The volatiles were evaporated in vacuo and to the residue was added water (100 ml). The precipitate was filtered off and dried in vacuo at 50° C. The dried compound...